Dataset: the Open Reaction Database (ORD), a public repository of structured organic reaction records. Task: describe an organic reaction: reactants, conditions, products, and yield Starting materials: C(C)(=O)OCC (Ethyl acetate), ClC1=C(C=C(C=C1)C)O (2-chloro-5-methylphenol), COS(=O)(=O)OC (Me2SO4), C(=O)([O-])[O-].[K+].[K+] (K2CO3). The solvent is O (water), C1CCOC1 (THF). Run at time 8 hour. Product: ClC1=C(C=C(C=C1)C)OC (2-chloro-5-methylanisole), crude product. RXN SMILES: [Cl:1][C:2]1[CH:7]=[CH:6][C:5]([CH3:8])=[CH:4][C:3]=1[OH:9].[CH3:10]OS(OC)(=O)=O.C([O-])([O-])=O.[K+].[K+].C(OCC)(=O)C>C1COCC1.O>[Cl:1][C:2]1[CH:7]=[CH:6][C:5]([CH3:8])=[CH:4][C:3]=1[O:9][CH3:10] |f:2.3.4|. Procedure: A mixture of 2-chloro-5-methylphenol (14.2 g, 1 equiv), Me2SO4 (10.5 mL, 1.1 equiv) and K2CO3 (27.6 g, 2 equiv) in 150 mL of THF was stirred at rt overnight. Ethyl acetate and water were added and the organic layer was dried over sodium sulfate, filtered and evaporated to give 2-chloro-5-methylanisole as a crude product. The reactants are C1CCOC1, COc1ccc(O)cc1, O=c1ccc(CO)cn1Cc1ccc(Cl)cc1, CCOC(=O)N=NC(=O)OCC, c1ccc(P(c2ccccc2)c2ccccc2)cc1. The product is COc1ccc(OCc2ccc(=O)n(Cc3ccc(Cl)cc3)c2)cc1. RXN SMILES: [CH2:58]1[O:59][CH2:60][CH2:61][CH2:62]1.[CH3:1][O:2][c:3]1[cH:4][cH:5][c:6]([OH:9])[cH:7][cH:8]1.[Cl:41][c:42]1[cH:43][cH:44][c:45]([CH2:46][n:47]2[c:48](=[O:55])[cH:49][cH:50][c:51]([CH2:53][OH:54])[cH:52]2)[cH:56][cH:57]1.[O:29]=[C:30]([O:31][CH2:32][CH3:33])[N:34]=[N:35][C:36]([O:37][CH2:38][CH3:39])=[O:40].[c:10]1([P:11]([c:12]2[cH:13][cH:14][cH:15][cH:16][cH:17]2)[c:18]2[cH:19][cH:20][cH:21][cH:22][cH:23]2)[cH:24][cH:25][cH:26][cH:27][cH:28]1>>[CH3:1][O:2][c:3]1[cH:4][cH:5][c:6]([O:54][CH2:53][c:51]2[cH:50][cH:49][c:48](=[O:55])[n:47]([CH2:46][c:45]3[cH:44][cH:43][c:42]([Cl:41])[cH:57][cH:56]3)[cH:52]2)[cH:7][cH:8]1. Reactants: CCCCN, O=C(O)c1ccc(Cl)c([N+](=O)[O-])c1. The product is CCCCNc1ccc(C(=O)O)cc1[N+](=O)[O-]. RXN SMILES: [CH2:14]([CH2:15][CH2:16][CH3:17])[NH2:18].[Cl:1][c:2]1[c:3]([N+:11](=[O:12])[O-:13])[cH:4][c:5]([C:6](=[O:7])[OH:8])[cH:9][cH:10]1>>[c:2]1([NH:18][CH2:14][CH2:15][CH2:16][CH3:17])[c:3]([N+:11](=[O:12])[O-:13])[cH:4][c:5]([C:6](=[O:7])[OH:8])[cH:9][cH:10]1. Reactants: solution, [F-].C(CCC)[N+](CCCC)(CCCC)CCCC (tetrabutyl ammonium fluoride), [Si](C)(C)(C(C)(C)C)OCC(C)N1C(OC(C1)COC1=CC(=CC=C1)Cl)=O (3-(2-t-butyldimethylsilyloxy-1-methylethyl)-5-(3-chlorophenoxymethyl)oxazolidin-2-one), O (water), [Cl-].[Na+] (sodium chloride). The solvent is O1CCCC1 (tetrahydrofuran), O1CCCC1 (tetrahydrofuran). Run at time 1.5 hour. Product: ClC=1C=C(OCC2CN(C(O2)=O)C(CO)C)C=CC1 (2-[5-(3-Chlorophenoxymethyl)-2-oxooxazolidin-3-yl]propanol). The yield is 89.3%. As a reaction SMILES: [F-].C([N+](CCCC)(CCCC)CCCC)CCC.[Si]([O:26][CH2:27][CH:28]([N:30]1[CH2:34][CH:33]([CH2:35][O:36][C:37]2[CH:42]=[CH:41][CH:40]=[C:39]([Cl:43])[CH:38]=2)[O:32][C:31]1=[O:44])[CH3:29])(C(C)(C)C)(C)C.O.[Cl-].[Na+]>O1CCCC1>[Cl:43][C:39]1[CH:38]=[C:37]([CH:42]=[CH:41][CH:40]=1)[O:36][CH2:35][CH:33]1[O:32][C:31](=[O:44])[N:30]([CH:28]([CH3:29])[CH2:27][OH:26])[CH2:34]1 |f:0.1,4.5|. Reported procedure: 1.2 ml of a 1.0M solution of tetrabutyl ammonium fluoride in tetrahydrofuran were added dropwise to a solution of 152 mg of 3-(2-t-butyldimethylsilyloxy-1-methylethyl)-5-(3-chlorophenoxymethyl)oxazolidin-2-one (prepared as described in Preparation 11) in 1 ml of tetrahydrofuran, whilst ice-cooling. The mixture was then stirred at room temperature for 1.5 hours. At the end of this time, water and sodium chloride were added to the reaction mixture, and the mixture was extracted with ethyl acetate.... Starting materials: C1CCOC1, COC(=O)c1ccc(Nc2ccc(-c3ccc4c(c3)CNC4=O)n3ccnc23)cc1, CC(C)N1CCN(c2ccc(Nc3ccc(Cl)n4ccnc34)cc2)CC1, [Li+], [OH-], O, O. The product is O=C(O)c1ccc(Nc2ccc(-c3ccc4c(c3)CNC4=O)n3ccnc23)cc1. RXN SMILES: [CH2:60]1[O:61][CH2:62][CH2:63][CH2:64]1.[CH3:1][O:2][C:3]([c:4]1[cH:5][cH:6][c:7]([NH:10][c:11]2[c:12]3[n:13]([c:14](-[c:17]4[cH:18][c:19]5[c:23]([cH:24][cH:25]4)[C:22](=[O:26])[NH:21][CH2:20]5)[cH:15][cH:16]2)[cH:27][cH:28][n:29]3)[cH:8][cH:9]1)=[O:30].[Cl:31][c:32]1[n:33]2[cH:34][cH:35][n:36][c:37]2[c:38]([NH:39][c:40]2[cH:41][cH:42][c:43]([N:44]3[CH2:45][CH2:46][N:47]([CH:48]([CH3:49])[CH3:50])[CH2:51][CH2:52]3)[cH:53][cH:54]2)[cH:55][cH:56]1.[Li+:59].[OH-:58].[OH2:57].[OH2:65]>>[O:2]=[C:3]([c:4]1[cH:5][cH:6][c:7]([NH:10][c:11]2[c:12]3[n:13]([c:14](-[c:17]4[cH:18][c:19]5[c:23]([cH:24][cH:25]4)[C:22](=[O:26])[NH:21][CH2:20]5)[cH:15][cH:16]2)[cH:27][cH:28][n:29]3)[cH:8][cH:9]1)[OH:30].